The task is: describe an organic reaction: reactants, conditions, products, and yield. This data is from the Open Reaction Database (ORD), a public repository of structured organic reaction records. Starting materials: CN(C(=O)N1CCC(=CC1)C1=CC2=C(N=CN=C2C2=C(C(=CC(=C2)F)N)C)N1)C (4-[4-(3-Amino-5-fluoro-2-methyl-phenyl)-7H-pyrrolo[2,3-d]pyrimidin-6-yl]-3,6-dihydro-2H-pyridine-1-carboxylic acid dimethylamide), ClC=1C2=C(N=CN1)NC(=C2)C=2CCOCC2 (4-Chloro-6-(3,6-dihydro-2H-pyran-4-yl)-7H-pyrrolo[2,3-d]pyrimidine). Product: O1CCC(=CC1)C1=CC2=C(N=CN=C2C=2C(=C(C=C(C2)F)N)C)N1 (3-[6-(3,6-Dihydro-2H-pyran-4-yl)-7H-pyrrolo[2,3-d]pyrimidin-4-yl]-5-fluoro-2-methyl-phenylamine). RXN SMILES: CN(C)C(N1[CH2:10][CH:9]=[C:8]([C:11]2[NH:28][C:14]3[N:15]=[CH:16][N:17]=[C:18]([C:19]4[CH:24]=[C:23]([F:25])[CH:22]=[C:21]([NH2:26])[C:20]=4[CH3:27])[C:13]=3[CH:12]=2)[CH2:7][CH2:6]1)=O.ClC1C2C=C(C3CC[O:43]CC=3)NC=2N=CN=1>>[O:43]1[CH2:10][CH:9]=[C:8]([C:11]2[NH:28][C:14]3[N:15]=[CH:16][N:17]=[C:18]([C:19]4[C:20]([CH3:27])=[C:21]([NH2:26])[CH:22]=[C:23]([F:25])[CH:24]=4)[C:13]=3[CH:12]=2)[CH2:7][CH2:6]1. Procedure details: Intermediate 12 was prepared analogue to Intermediate 6 by replacing Intermediate 3 with Intermediate 11.